Task: describe an organic reaction: reactants, conditions, products, and yield. Dataset: the Open Reaction Database (ORD), a public repository of structured organic reaction records Starting materials: ClC1=CC=C2C(CC(NC2=C1)C(=O)OCC)=C1C(N(CC1)C=1C=NC=CC1)=O ((±)-Ethyl 7-chloro-4-(2-oxo-1-(pyridin-3-yl)-pyrrolidin-3-ylidene)-1,2,3,4-tetrahydro-2-quinolinecarboxylate), C1(=CC=CC=C1)C (toluene), C1(=CC=CC=C1)C (toluene). Reagents/catalysts: Cl[Pd]Cl (PdCl2). Run in C(C)N(CC)CC (Triethylamine). Run at temperature 100 celsius, time 2 hour. The product is ClC1=CC=C2C(CC(NC2=C1)C(=O)OCC)=C1C(N(CC1)C1=CC=CC=C1)=O ((±)-Ethyl 7-chloro-4-(2-oxo-1-phenyl-3-pyrrolidinylidene)-1,2,3,4-tetrahydro-2-quinolinecarboxylate). As a reaction SMILES: [Cl:1][C:2]1[CH:11]=[C:10]2[C:5]([C:6](=[C:17]3[CH2:21][CH2:20][N:19]([C:22]4[CH:23]=N[CH:25]=[CH:26][CH:27]=4)[C:18]3=[O:28])[CH2:7][CH:8]([C:12]([O:14][CH2:15][CH3:16])=[O:13])[NH:9]2)=[CH:4][CH:3]=1.[C:29]1(C)C=CC=CC=1>C(N(CC)CC)C.Cl[Pd]Cl>[Cl:1][C:2]1[CH:11]=[C:10]2[C:5]([C:6](=[C:17]3[CH2:21][CH2:20][N:19]([C:22]4[CH:27]=[CH:26][CH:25]=[CH:29][CH:23]=4)[C:18]3=[O:28])[CH2:7][CH:8]([C:12]([O:14][CH2:15][CH3:16])=[O:13])[NH:9]2)=[CH:4][CH:3]=1. Reported procedure: To a solution of intermediate 4b (370 g) in toluene (5.2 lit), Triethylamine (248 ml), Triphenilphosphine (7.4 g) and PdCl2 (2.52 g) were added. The resulting solution was warmed to 100° C. and stirred for 2 h. The suspension was chilled to 20-25 ° C. and toluene (2.6 ml) was added. The reaction mixture was washed with NH4Cl 8% (3×5.2 lit) and water (5.2 lit). The organic layer was filtered over a celite pad and it was washed with toluene (1 lit); then it was distilled under vacuum (T=50° C.; P=...